Task: describe an organic reaction: reactants, conditions, products, and yield. Dataset: the Open Reaction Database (ORD), a public repository of structured organic reaction records The reactants are CC(C)N1CCN(CC1)C1=CC(=C(C=C1)OC)[N+](=O)[O-] (1-(1-methylethyl)-4-[4-(methyloxy)-3-nitrophenyl]piperazine). Reagents/catalysts: [Pd] (Pd/C). The solvent is C(C)O (ethanol). Yields the product CC(C)N1CCN(CC1)C=1C=CC(=C(N)C1)OC (5-[4-(1-methylethyl)-1-piperazinyl]-2-(methyloxy)aniline). The yield is 78.3%. As a reaction SMILES: [CH3:1][CH:2]([N:4]1[CH2:9][CH2:8][N:7]([C:10]2[CH:15]=[CH:14][C:13]([O:16][CH3:17])=[C:12]([N+:18]([O-])=O)[CH:11]=2)[CH2:6][CH2:5]1)[CH3:3]>C(O)C.[Pd]>[CH3:3][CH:2]([N:4]1[CH2:5][CH2:6][N:7]([C:10]2[CH:15]=[CH:14][C:13]([O:16][CH3:17])=[C:12]([CH:11]=2)[NH2:18])[CH2:8][CH2:9]1)[CH3:1]. Procedure details: A solution of 1-(1-methylethyl)-4-[4-(methyloxy)-3-nitrophenyl]piperazine (0.6 g, 2.15 mmol) in absolute ethanol (100 mL) was hydrogenated with 10% Pd/C (Lancaster) at 50 psi overnight. The catalyst was removed by vacuum filtration through a celite pad, rinsed with methanol, the filtrate was concentrated under reduced pressure, and the crude aniline was purified by chromatography on SiO2 (dichloromethane to 10% methanol/dichloromethane with 0.1% NH4OH) to provide 5-[4-(1-methylethyl)-1-piperazin... The reactants are [Cl-].[Cl-].[Cl-].[Al+3] (aluminum trichloride), ClCCCl (DCE), BrC1=CC(=C(C(=O)Cl)C=C1)F (4-bromo-2-fluorobenzoyl chloride), ClCCCl (DCE). Conditions: time 8 hour. The product is BrC1=CC(=C(C=C1)C(CCCl)=O)F (1-(4-bromo-2-fluorophenyl)-3-chloropropan-1-one). The yield is 68.0%. RXN SMILES: [Cl-].[Cl-].[Cl-].[Al+3].[Br:5][C:6]1[CH:14]=[CH:13][C:9]([C:10](Cl)=[O:11])=[C:8]([F:15])[CH:7]=1.[Cl:16][CH2:17][CH2:18]Cl>>[Br:5][C:6]1[CH:14]=[CH:13][C:9]([C:10](=[O:11])[CH2:18][CH2:17][Cl:16])=[C:8]([F:15])[CH:7]=1 |f:0.1.2.3|. Reported procedure: To a stirred suspension of aluminum trichloride (153 g, 1.15 mol) in DCE (1000 mL) was added a solution of 144b (271 g, 1.14 mol) in DCE (1000 mL) at 0° C. See FIG. 3. Ethylene gas was bubbled through the dark suspension for 3 h until the acid chloride was consumed. The reaction mixture was then stirred at RT overnight, cooled to 0° C., and quenched with 4M HCl (500 mL). The organic phase was separated and washed with brine (100 mL), dried over anhydrous sodium sulfate, and concentrated under re... The reactants are ClC1=C(C=C2C(C(=CN3C(CC(C1=C23)=O)C)C(=O)O)=O)Cl (8, 9-dichloro-5-methyl-6, 7-dihydro-1,7-dioxo-1H, 5H-benzo[ij]quinolizine-2-carboxylic acid), C(C)N1CCNCC1 (N-ethylpiperazine). The solvent is COCCO (methyl cellosolve). Conditions: time 2 hour. Product: ClC1=C(C=2C(CC(N3C=C(C(C(C23)=C1)=O)C(=O)O)C)=O)N1CCN(CC1)CC (9-chloro-5-methyl-8-(4-ethyl-1-piperazinyl)-6,7-dihydro-1, 7-dioxo-1H, 5H-benzo[ij]quinolizine-2-carboxylic acid). Isolated yield 80.0%. As a reaction SMILES: Cl[C:2]1[C:13]2=[C:14]3[N:9]([CH:10]([CH3:16])[CH2:11][C:12]2=[O:15])[CH:8]=[C:7]([C:17]([OH:19])=[O:18])[C:6](=[O:20])[C:5]3=[CH:4][C:3]=1[Cl:21].[CH2:22]([N:24]1[CH2:29][CH2:28][NH:27][CH2:26][CH2:25]1)[CH3:23]>COCCO>[Cl:21][C:3]1[CH:4]=[C:5]2[C:14]3[N:9]([CH:8]=[C:7]([C:17]([OH:19])=[O:18])[C:6]2=[O:20])[CH:10]([CH3:16])[CH2:11][C:12](=[O:15])[C:13]=3[C:2]=1[N:27]1[CH2:28][CH2:29][N:24]([CH2:22][CH3:23])[CH2:25][CH2:26]1. Reported procedure: 3.26 g (0.01 mole) of 8, 9-dichloro-5-methyl-6, 7-dihydro-1,7-dioxo-1H, 5H-benzo[ij]quinolizine-2-carboxylic acid was suspended in 30 ml of methyl cellosolve, 3.43 g (0.03 mole) of N-ethylpiperazine was added thereto, and this mixture was stirred at 100°-110° C. for 2 hours. The resulting reaction solution was evaporated to dryness under reduced pressure. 30 ml of methanol was added to the resulting residue and this mixture was stirred. The insoluble matter was collected by filtration and recrys...